Dataset: the Open Reaction Database (ORD), a public repository of structured organic reaction records. Task: describe an organic reaction: reactants, conditions, products, and yield Starting materials: CI, CS(C)=O, O=C1C=CC(=O)c2c1c(Cl)c1cccc(O)c1c2O, [H-], [Na+]. The product is COc1cccc2c(Cl)c3c(c(O)c12)C(=O)C=CC3=O. RXN SMILES: [CH3:22][I:23].[CH3:24][S:25](=[O:26])[CH3:27].[Cl:1][c:2]1[c:3]2[c:8]([c:9]([OH:17])[c:10]3[c:11]([OH:16])[cH:12][cH:13][cH:14][c:15]13)[C:7](=[O:18])[CH:6]=[CH:5][C:4]2=[O:19].[H-:20].[Na+:21]>>[Cl:1][c:2]1[c:3]2[c:8]([c:9]([OH:17])[c:10]3[c:11]([O:16][CH3:22])[cH:12][cH:13][cH:14][c:15]13)[C:7](=[O:18])[CH:6]=[CH:5][C:4]2=[O:19]. Procedure details: 0.37 ml of a 12N HCl solution were added at 0° C. to a suspension of 0.13 .g (0.28 mmol) of 2-amino-N-(2,2-diethoxy-ethyl)-1-ethyl-7-iodo-4-oxo-1,4-dihydro-quinoline-3-carboxamidine. The reaction mixture was stirred at room temperature during 16 hours. The reaction mixture was than diluted with 0.55 ml of water, basified with 0.32 ml of 1N NaOH solution, and 0.134 ml of an NH4OH solution. The mixture was then filtered and the resulting solid was washed with water, acetonitrile and pentane to giv... The reactants are [NH4+].[OH-] (NH4OH), Cl (HCl), NC=1N(C2=CC(=CC=C2C(C1C(=N)NCC(OCC)OCC)=O)I)CC (2-amino-N-(2,2-diethoxy-ethyl)-1-ethyl-7-iodo-4-oxo-1,4-dihydro-quinoline-3-carboxamidine), [OH-].[Na+] (NaOH). Reaction conditions: time 16 hour. Reaction SMILES: Cl.[NH2:2][C:3]1[N:4]([CH2:26][CH3:27])[C:5]2[C:10]([C:11](=[O:24])[C:12]=1[C:13]([NH:15][CH2:16][CH:17](OCC)OCC)=[NH:14])=[CH:9][CH:8]=[C:7]([I:25])[CH:6]=2.[OH-].[Na+].[NH4+].[OH-]>O>[NH2:2][C:3]1[N:4]([CH2:26][CH3:27])[C:5]2[C:10]([C:11](=[O:24])[C:12]=1[C:13]1[NH:14][CH:17]=[CH:16][N:15]=1)=[CH:9][CH:8]=[C:7]([I:25])[CH:6]=2 |f:2.3,4.5|. Yield: 75.0%. The product is NC=1N(C2=CC(=CC=C2C(C1C=1NC=CN1)=O)I)CC (2-Amino-1-ethyl-3-(1H-imidazol-2-yl)-7-iodo-1H-quinolin-4-one). Run in O (water). Reactants: [OH-].[Na+] (sodium hydroxide), ClC1=CC=C(C=C1)C(C)=NO (4'-chloroacetophenone oxime), C(C=C)(=O)O (acrylic acid). Solvent: C(C)O (ethanol), O (water). The product is CC(C1=CC=C(C=C1)Cl)=NOCCC(=O)O (3-[(α-methyl-4-chlorobenzylidene amino)oxy] propionic acid). RXN SMILES: [OH-].[Na+].[Cl:3][C:4]1[CH:9]=[CH:8][C:7]([C:10](=[N:12][OH:13])[CH3:11])=[CH:6][CH:5]=1.[C:14]([OH:18])(=[O:17])[CH:15]=[CH2:16]>C(O)C.O>[CH3:11][C:10](=[N:12][O:13][CH2:16][CH2:15][C:14]([OH:18])=[O:17])[C:7]1[CH:6]=[CH:5][C:4]([Cl:3])=[CH:9][CH:8]=1 |f:0.1|. Procedure details: A solution of 2.4 g of sodium hydroxide in 55 ml of 85% ethanol was mixed with 6,78 g of 4'-chloroacetophenone oxime and 2.88 g of acrylic acid. The mixture was then refluxed for 2.5 hours, subsequently diluted with 10 ml of water, and concentrated by evaporation in a vacuum after 2 hours. The residue was dissolved in 50 ml of ether and 50 ml of water, and the layers were separated. The water layer was extracted with 50 ml of ether and then acidified with 40 ml of 2 N hydrochloric acid. The acid...